From a dataset of the Open Reaction Database (ORD), a public repository of structured organic reaction records. describe an organic reaction: reactants, conditions, products, and yield The reactants are mercaptans, disulfides, SCCCCCCCCCCC(=O)O (11-mercaptoundecanoic acid), CI (methyl iodide), O=O (oxygen), [OH-].[Na+] (sodium hydroxide). Solvent: C(C)O (ethanol), O (water). Conditions: time 8 hour. Product: CSCCCCCCCCCCC(=O)O (11-(methylthio)undecanoic acid). Yield: 58.7%. As a reaction SMILES: [SH:1][CH2:2][CH2:3][CH2:4][CH2:5][CH2:6][CH2:7][CH2:8][CH2:9][CH2:10][CH2:11][C:12]([OH:14])=[O:13].[CH3:15]I.O=O.[OH-].[Na+]>O.C(O)C>[CH3:15][S:1][CH2:2][CH2:3][CH2:4][CH2:5][CH2:6][CH2:7][CH2:8][CH2:9][CH2:10][CH2:11][C:12]([OH:14])=[O:13] |f:3.4|. Procedure details: Into a 3-neck round-bottom flask fitted with a condenser and an addition funnel were added 20 g of 11-mercaptoundecanoic acid, 13 g of methyl iodide and 200 mL of ethanol. A slow flow of nitrogen through the reactor was started to exclude oxygen because mercaptans can be converted into disulfides in the presence of air and strong alkali. A solution of 7.33 g of sodium hydroxide in 14.66 g of water was added dropwise to the reaction mixture via the addition funnel. The reaction mixture was kept a... Reactants: C1CCC2=CC(=CC=C12)OC1=CC=C(C=O)C=C1 (4-(5-indanoxy)benzaldehyde), Cl.NNC(=O)N (semicarbazide hydrochloride), C(C)(=O)[O-].[Na+] (sodium acetate). Run in C(C)O (ethanol), O (water). Run at time 1 hour. Product: C1CCC2=CC(=CC=C12)OC1=CC=C(C=NNC(=O)N)C=C1 (4-(5-Indanoxy)benzaldehyde semicarbazone). Isolated yield 97.6%. As a reaction SMILES: [CH2:1]1[C:9]2[C:4](=[CH:5][C:6]([O:10][C:11]3[CH:18]=[CH:17][C:14]([CH:15]=O)=[CH:13][CH:12]=3)=[CH:7][CH:8]=2)[CH2:3][CH2:2]1.Cl.[NH2:20][NH:21][C:22]([NH2:24])=[O:23].C([O-])(=O)C.[Na+]>C(O)C.O>[CH2:1]1[C:9]2[C:4](=[CH:5][C:6]([O:10][C:11]3[CH:18]=[CH:17][C:14]([CH:15]=[N:20][NH:21][C:22]([NH2:24])=[O:23])=[CH:13][CH:12]=3)=[CH:7][CH:8]=2)[CH2:3][CH2:2]1 |f:1.2,3.4|. Procedure: To a solution of 4-(5-indanoxy)benzaldehyde (6.2 g) in ethanol (100 mL) was added a solution of semicarbazide hydrochloride (3.2 g) and sodium acetate (2.3 g) in water (50 mL) at room temperature. The mixture was stirred for 1 h, and the resulting solid was collected by filtration, washed with water (3×100 mL) and dried in vacuo to yield the title compound as a pale yellow solid (7.5 g, 97%), mp: 218-220° C. 1H NMR (DMSO-d6): δ 10.19 (s, 1H), 7.80 (s, 1H), 7.70 (d, J=8.7, 2H), 7.24 (d, J=8.1, 1H... The reactants are CCCC1=Nc2ccc(I)cc2C(=O)N1Cc3ccc(cc3)c4ccccc4S(=O)(=O)NC(C)(C)C, CC1(C)OB(OC1(C)C)C2=CCCCC2. The reagents and catalysts are CCN=P(N=P(N(C)C)(N(C)C)N(C)C)(N(C)C)N(C)C (P2-Et), CN(C)c1ccc([PH](C(C)(C)C)(C(C)(C)C)[Pd]2(OS(C)(=O)=O)Nc3ccccc3-c3ccccc32)cc1 (Aphos G3). The solvent is CS(C)=O (DMSO), O (water), CS(C)=O (DMSO), CS(C)=O (DMSO), CS(C)=O (DMSO). Reaction conditions: time 22 hour. Product: CCCC1=Nc2ccc(cc2C(=O)N1Cc3ccc(cc3)c4ccccc4S(=O)(=O)NC(C)(C)C)C5=CCCCC5, CCCC1=Nc2ccc(I)cc2C(=O)N1Cc3ccc(cc3)c4ccccc4S(=O)(=O)NC(C)(C)C, c1ccc(-c2ccccc2)cc1. Reported procedure: Additional preferred compounds include 2-(2-chloro4-iodophenylamino)-5-chloro-N-cyclopropylmethoxy-3,4-difluorobenzamide (PD 297189), 2-(4-iodophenylamino)-N-cyclopropylmethoxy-5-chloro-3,4-difluorobenzamide (PD 297190), 2-(4-iodophenylamino)-5-chloro-3,4-difluorobenzoic acid (PD 296771), 2-(2-chloro4-iodophenylamino)-5-chloro-3,4-difluorobenzoic acid (PD 296770), 5-chloro-3,4-difluoro-2-(4-iodo-2-methylphenylamino)-benzoic acid (PD 296767); and 5-chloro-N-cyclopropylmethoxy-3,4-difluoro-2-(4-io... Yields the product ClC1=C(C=CC(=C1)I)NC1=C(C(=O)NOCC2CC2)C=CC(=C1F)F (2-(2-Chloro4-iodophenylamino)-N-cyclopropylmethoxy-3,4-difluorobenzamide). The reactants are ClC1=C(C=CC(=C1)I)NC1=C(C(=O)NOCC2CC2)C=C(C(=C1F)F)Cl (2-(2-chloro4-iodophenylamino)-5-chloro-N-cyclopropylmethoxy-3,4-difluorobenzamide), ClC1=C(C=CC(=C1)I)NC1=C(C(=O)O)C=C(C(=C1F)F)Cl (2-(2-chloro4-iodophenylamino)-5-chloro-3,4-difluorobenzoic acid), ClC=1C(=C(C(=C(C(=O)O)C1)NC1=C(C=C(C=C1)I)C)F)F (5-chloro-3,4-difluoro-2-(4-iodo-2-methylphenylamino)-benzoic acid), IC1=CC=C(C=C1)NC1=C(C(=O)NOCC2CC2)C=C(C(=C1F)F)Cl (2-(4-iodophenylamino)-N-cyclopropylmethoxy-5-chloro-3,4-difluorobenzamide), IC1=CC=C(C=C1)NC1=C(C(=O)O)C=C(C(=C1F)F)Cl (2-(4-iodophenylamino)-5-chloro-3,4-difluorobenzoic acid), ClC=1C(=C(C(=C(C(=O)NOCC2CC2)C1)NC1=C(C=C(C=C1)I)C)F)F (5-chloro-N-cyclopropylmethoxy-3,4-difluoro-2-(4-iodo-2-methylphenylamino)-benzamide). Reaction SMILES: [Cl:1][C:2]1[CH:7]=[C:6]([I:8])[CH:5]=[CH:4][C:3]=1[NH:9][C:10]1[C:23]([F:24])=[C:22]([F:25])[C:21](Cl)=[CH:20][C:11]=1[C:12]([NH:14][O:15][CH2:16][CH:17]1[CH2:19][CH2:18]1)=[O:13].IC1C=CC(NC2C(F)=C(F)C(Cl)=CC=2C(NOCC2CC2)=O)=CC=1.IC1C=CC(NC2C(F)=C(F)C(Cl)=CC=2C(O)=O)=CC=1.ClC1C=C(I)C=CC=1NC1C(F)=C(F)C(Cl)=CC=1C(O)=O.ClC1C(F)=C(F)C(NC2C=CC(I)=CC=2C)=C(C=1)C(O)=O.ClC1C(F)=C(F)C(NC2C=CC(I)=CC=2C)=C(C=1)C(NOCC1CC1)=O>>[Cl:1][C:2]1[CH:7]=[C:6]([I:8])[CH:5]=[CH:4][C:3]=1[NH:9][C:10]1[C:23]([F:24])=[C:22]([F:25])[CH:21]=[CH:20][C:11]=1[C:12]([NH:14][O:15][CH2:16][CH:17]1[CH2:19][CH2:18]1)=[O:13]. Starting materials: CC1=CC=C(C=C1)S(=O)(=O)O\N=C\1/CCCC2=C1C(=CO2)C(=O)O ((E)-4,5,6,7-tetrahydro-4-[[[(4-methylphenyl)sulfonyl]oxy]imino]-3-benzofurancarboxylic acid), C(C)(=O)[O-].[K+] (potassium acetate), C(C)O (ethanol). The solvent is O (water). Yields the product O=C1CCCC2=C(N1)C(=CO2)C(=O)O (5,6,7,8-Tetrahydro-5-oxo-4H-furo[3,2-b]azepine-3-carboxylic acid). Isolated yield 35.8%. RXN SMILES: CC1C=CC(S(O/[N:12]=[C:13]2\[CH2:14][CH2:15][CH2:16][C:17]3[O:21][CH:20]=[C:19]([C:22]([OH:24])=[O:23])[C:18]\2=3)(=O)=O)=CC=1.C([O-])(=[O:27])C.[K+].C(O)C>O>[O:27]=[C:13]1[NH:12][C:18]2[C:19]([C:22]([OH:24])=[O:23])=[CH:20][O:21][C:17]=2[CH2:16][CH2:15][CH2:14]1 |f:1.2|. Procedure: A mixture of 1.0 g of (E)-4,5,6,7-tetrahydro-4-[[[(4-methylphenyl)sulfonyl]oxy]imino]-3-benzofurancarboxylic acid, 5.9 g of potassium acetate, 23 ml of ethanol and 39 ml of water is heated at reflux for 48 hours. The reaction mixture is concentrated in vacuo, 80 ml of methylene chloride added and the separated organic layer washed with water, brine and dried with Na2SO4. The organic layer is concentrated in vacuo to a solid which is purified by chromatography on a preparative silica gel plate by... Starting materials: C(CCC)C=1N(C(=CN1)/C=C(/C(=O)OC)\CC1=CC=CC=C1)CC1=C(C=CC=C1F)Cl (methyl (E)-[2-n-butyl-1-{(2-chloro-6-fluorophenyl)methyl} -1H-imidazol-5-yl]-2-benzyl-2-propenoate), C(CCC)C=1N(C(=C(N1)C)C=O)C1=C(C=CC=C1F)Cl (2-n-butyl-1-(2-chloro-6-fluorophenyl)-methyl-1H-imidazol-5-carboxaldehyde), trimethyl benzylphosphonoacetate, [H-].[Na+] (sodium hydride), ( Z )-isomer, C(CCC)C=1N(C(=CN1)/C(=C/C(=O)O)/C)CC1=C(C=CC=C1)Cl ((E)-3-[2-n-Butyl-1{(2-chlorophenyl)methyl}-1H-imidazol-5-yl]-3-methyl-2-propenoic Acid). Solvent: CCCCCC (hexane), C(C)(=O)OCC (ethyl acetate), C(OC)COC (glyme). Product: C(CCC)C=1N(C(=CN1)/C=C(/C(=O)O)\CC1=CC=CC=C1)CC1=C(C=CC=C1F)Cl ((E)-3-[2-n-butyl-1-{(2-chloro-6-fluorophenyl)methyl}-1H-imidazol-5-yl]-2-benzyl-2-propenoic acid). The yield is 91.0%. Reaction SMILES: C(C1N(C2C(F)=CC=CC=2Cl)C(C=O)=C(C)N=1)CCC.[H-].[Na+].[CH2:23]([C:27]1[N:28]([CH2:45][C:46]2[C:51]([F:52])=[CH:50][CH:49]=[CH:48][C:47]=2[Cl:53])[C:29](/[CH:32]=[C:33](\[CH2:38][C:39]2[CH:44]=[CH:43][CH:42]=[CH:41][CH:40]=2)/[C:34]([O:36]C)=[O:35])=[CH:30][N:31]=1)[CH2:24][CH2:25][CH3:26].C(C1N(CC2C=CC=CC=2Cl)C(/C(/C)=C/C(O)=O)=CN=1)CCC>C(OCC)(=O)C.CCCCCC.C(COC)OC>[CH2:23]([C:27]1[N:28]([CH2:45][C:46]2[C:51]([F:52])=[CH:50][CH:49]=[CH:48][C:47]=2[Cl:53])[C:29](/[CH:32]=[C:33](\[CH2:38][C:39]2[CH:40]=[CH:41][CH:42]=[CH:43][CH:44]=2)/[C:34]([OH:36])=[O:35])=[CH:30][N:31]=1)[CH2:24][CH2:25][CH3:26] |f:1.2|. Procedure: The procedure of Example 1(iv-v) was used. From 0.9 g (3.05 mmol) of 2-n-butyl-1-(2-chloro-6-fluorophenyl)-methyl-1H-imidazol-5-carboxaldehyde, 3 g (11 mol) of trimethyl benzylphosphonoacetate, 0.28 g of sodium hydride and glyme (12 mL) held at 60° C. for 1 hour was obtained, after chromatography over silica gel with 50% of hexane in ethyl acetate, 0.44 g (33%) of the trans isomer methyl (E)-[2-n-butyl-1-{(2-chloro-6-fluorophenyl)methyl} -1H-imidazol-5-yl]-2-benzyl-2-propenoate and 0.01 g (8%) o... The reactants are [C+4], COc1ccc(OC(F)(F)F)cc1C1=CC2(CCCNC2c2ccccc2)OC1, CC(=O)O, CO, [OH-], [OH-], [OH-], [OH-], [OH-], [OH-], [Pd+2]. The product is COc1ccc(OC(F)(F)F)cc1C1COC2(CCCNC2c2ccccc2)C1. Reaction SMILES: [C+4:36].[CH3:1][O:2][c:3]1[c:4]([C:14]2=[CH:18][C:17]3([O:16][CH2:15]2)[CH:19]([c:24]2[cH:25][cH:26][cH:27][cH:28][cH:29]2)[NH:20][CH2:21][CH2:22][CH2:23]3)[cH:5][c:6]([O:9][C:10]([F:11])([F:12])[F:13])[cH:7][cH:8]1.[CH3:30][C:31](=[O:32])[OH:33].[CH3:34][OH:35].[OH-:37].[OH-:39].[OH-:40].[OH-:41].[OH-:42].[OH-:43].[Pd+2:38]>>[CH3:1][O:2][c:3]1[c:4]([CH:14]2[CH2:15][O:16][C:17]3([CH2:18]2)[CH:19]([c:24]2[cH:25][cH:26][cH:27][cH:28][cH:29]2)[NH:20][CH2:21][CH2:22][CH2:23]3)[cH:5][c:6]([O:9][C:10]([F:11])([F:12])[F:13])[cH:7][cH:8]1.